Dataset: the Open Reaction Database (ORD), a public repository of structured organic reaction records. Task: describe an organic reaction: reactants, conditions, products, and yield Reactants: COC=1C=C(CC2N(CCC3=CC(=C(C=C23)O)OC)CC(=O)NC2CCC3=CC=CC=C23)C=CC1OC (2-[1-(3,4-dimethoxy-benzyl)-7-hydroxy-6-methoxy-3,4-dihydro-1H-isoquinolin-2-yl]-N-(indan-1-yl)-acetamide), ClC1=NC=CC(=N1)C(F)(F)F (2-chloro-4-trifluoromethyl-pyrimidine). Product: COC=1C=C(CC2N(CCC3=CC(=C(C=C23)OC2=NC=CC(=N2)C(F)(F)F)OC)CC(=O)NC2CCC3=CC=CC=C23)C=CC1OC (2-[1-(3,4-dimethoxy-benzyl)-6-methoxy-7-(4-trifluoromethyl-pyrimidin-2-yloxy)-3,4-dihydro-1H-isoquinolin-2-yl]-N-(indan-1-yl)-acetamide). Reaction SMILES: [CH3:1][O:2][C:3]1[CH:4]=[C:5]([CH:33]=[CH:34][C:35]=1[O:36][CH3:37])[CH2:6][CH:7]1[C:16]2[C:11](=[CH:12][C:13]([O:18][CH3:19])=[C:14]([OH:17])[CH:15]=2)[CH2:10][CH2:9][N:8]1[CH2:20][C:21]([NH:23][CH:24]1[C:32]2[C:27](=[CH:28][CH:29]=[CH:30][CH:31]=2)[CH2:26][CH2:25]1)=[O:22].Cl[C:39]1[N:44]=[C:43]([C:45]([F:48])([F:47])[F:46])[CH:42]=[CH:41][N:40]=1>>[CH3:1][O:2][C:3]1[CH:4]=[C:5]([CH:33]=[CH:34][C:35]=1[O:36][CH3:37])[CH2:6][CH:7]1[C:16]2[C:11](=[CH:12][C:13]([O:18][CH3:19])=[C:14]([O:17][C:39]3[N:44]=[C:43]([C:45]([F:48])([F:47])[F:46])[CH:42]=[CH:41][N:40]=3)[CH:15]=2)[CH2:10][CH2:9][N:8]1[CH2:20][C:21]([NH:23][CH:24]1[C:32]2[C:27](=[CH:28][CH:29]=[CH:30][CH:31]=2)[CH2:26][CH2:25]1)=[O:22]. Procedure: prepared by reaction of 2-[1-(3,4-dimethoxy-benzyl)-7-hydroxy-6-methoxy-3,4-dihydro-1H-isoquinolin-2-yl]-N-(indan-1-yl)-acetamide with 2-chloro-4-trifluoromethyl-pyrimidine